This data is from the Open Reaction Database (ORD), a public repository of structured organic reaction records. The task is: describe an organic reaction: reactants, conditions, products, and yield Reactants: BrC=1C=C(C(=NC1)O)C1=NC(=NO1)C (5-bromo-3-(3-methyl-1,2,4-oxadiazol-5-yl)pyridin-2-ol), C(C1=CC=CC=C1)Br (benzyl bromide). Reagents/catalysts: C([O-])([O-])=O.[Ag+2] (silver carbonate). Run in C1=CC=CC=C1 (benzene). Run at temperature 20 celsius, time 6 hour. Yields the product C(C1=CC=CC=C1)OC1=NC=C(C=C1C1=NC(=NO1)C)Br (2-(benzyloxy)-5-bromo-3-(3-methyl-1,2,4-oxadiazol-5-yl)pyridine). RXN SMILES: [Br:1][C:2]1[CH:3]=[C:4]([C:9]2[O:13][N:12]=[C:11]([CH3:14])[N:10]=2)[C:5]([OH:8])=[N:6][CH:7]=1.[CH2:15](Br)[C:16]1[CH:21]=[CH:20][CH:19]=[CH:18][CH:17]=1>C1C=CC=CC=1.C(=O)([O-])[O-].[Ag+2]>[CH2:15]([O:8][C:5]1[C:4]([C:9]2[O:13][N:12]=[C:11]([CH3:14])[N:10]=2)=[CH:3][C:2]([Br:1])=[CH:7][N:6]=1)[C:16]1[CH:21]=[CH:20][CH:19]=[CH:18][CH:17]=1 |f:3.4|. Procedure details: A solution 5-bromo-3-(3-methyl-1,2,4-oxadiazol-5-yl)pyridin-2-ol (1 eq) in benzene (0.05M) was added silver carbonate (1 eq) and benzyl bromide (1.2 eq). The reaction mixture was stirred 6 h at 20° C. and then concentrated. The residue was purified by flash chromatography (Hexane:EtOAc, 90:10) to afforded the title compound.